This data is from the Open Reaction Database (ORD), a public repository of structured organic reaction records. The task is: describe an organic reaction: reactants, conditions, products, and yield The reactants are CCOC(=O)c1nc2ccc(OC)cc2c(=O)[nH]1, O=P(Cl)(Cl)Cl. The product is CCOC(=O)c1nc(Cl)c2cc(OC)ccc2n1. As a reaction SMILES: [CH2:1]([CH3:2])[O:3][C:4](=[O:5])[c:6]1[n:7][c:8]2[cH:9][cH:10][c:11]([O:17][CH3:18])[cH:12][c:13]2[c:14](=[O:16])[nH:15]1.[P:19]([Cl:20])([Cl:21])([Cl:22])=[O:23]>>[CH2:1]([CH3:2])[O:3][C:4](=[O:5])[c:6]1[n:7][c:8]2[cH:9][cH:10][c:11]([O:17][CH3:18])[cH:12][c:13]2[c:14]([Cl:21])[n:15]1. Reactants: FC=1C=C(C=C(C1OC)F)C(C)=O (1-(3,5-difluoro-4-methoxyphenyl)ethanone), Br (HBr). Solvent: O (water). The product is FC=1C=C(C=C(C1O)F)C(C)=O (1-(3,5-difluoro-4-hydroxyphenyl)ethanone). Yield: 90.1%. RXN SMILES: [F:1][C:2]1[CH:3]=[C:4]([C:11](=[O:13])[CH3:12])[CH:5]=[C:6]([F:10])[C:7]=1[O:8]C.Br>O>[F:1][C:2]1[CH:3]=[C:4]([C:11](=[O:13])[CH3:12])[CH:5]=[C:6]([F:10])[C:7]=1[OH:8]. Procedure: A mixture of 1-(3,5-difluoro-4-methoxyphenyl)ethanone (12 g, 64.5 mmol) and 48% aqueous HBr (32 mL) was stirred at reflux for 30 h. The reaction was cooled to rt and diluted with water and the aqueous layer was extracted twice with methylene chloride. The combined organics were dried (Na2SO4), filtered, and concentrated to give 1-(3,5-difluoro-4-hydroxyphenyl)ethanone (10 g, 91%), mp 141-143° C.; MS m/z 171 (M−H). The reactants are OC1(CCC2=CN(C=3C(=CC(=C1C23)C)C)S(=O)(=O)C2=CC=C(C)C=C2)C2=NC3=C(N2COCC[Si](C)(C)C)C=C(C=C3)C#N ((±)-2-(5-hydroxy-6,8-dimethyl-1-tosyl-1,3,4,5-tetrahydrobenzo[cd]indol-5-yl)-1-((2-(trimethylsilyl)ethoxy)methyl)-1H-benzo[d]imidazole-6-carbonitrile), OC1(CCC2=CN(C=3C(=CC(=C1C23)C)C)S(=O)(=O)C2=CC=C(C)C=C2)C2=NC3=C(N2COCC[Si](C)(C)C)C=CC(=C3)C#N ((±)-2-(5-hydroxy-6,8-dimethyl-1-tosyl-1,3,4,5-tetrahydrobenzo[cd]indol-5-yl)-1-((2-(trimethylsilyl)ethoxy)methyl)-1H-benzo[d]imidazole-5-carbonitrile), F[B-](F)(F)F.[Li+] (lithium tetrafluoroborate). Run in O (H2O). Conditions: temperature 70 celsius. Product: OC1(CCC2=CN(C=3C(=CC(=C1C23)C)C)S(=O)(=O)C2=CC=C(C)C=C2)C2=NC3=C(N2)C=CC(=C3)C#N ((±)-2-(5-Hydroxy-6,8-dimethyl-1-tosyl-1,3,4,5-tetrahydrobenzo[cd]indol-5-yl)-1H-benzo[d]imidazole-5-carbonitrile). RXN SMILES: [OH:1][C:2]1([C:26]2[N:30](COCC[Si](C)(C)C)[C:29]3[CH:39]=[C:40]([C:43]#[N:44])[CH:41]=[CH:42][C:28]=3[N:27]=2)[C:12]2[C:13]3[C:5](=[CH:6][N:7]([S:16]([C:19]4[CH:25]=[CH:24][C:22]([CH3:23])=[CH:21][CH:20]=4)(=[O:18])=[O:17])[C:8]=3[C:9]([CH3:15])=[CH:10][C:11]=2[CH3:14])[CH2:4][CH2:3]1.OC1(C2N(COCC[Si](C)(C)C)C3C=CC(C#N)=CC=3N=2)C2C3C(=CN(S(C4C=CC(C)=CC=4)(=O)=O)C=3C(C)=CC=2C)CC1.F[B-](F)(F)F.[Li+]>O>[OH:1][C:2]1([C:26]2[NH:27][C:28]3[CH:42]=[CH:41][C:40]([C:43]#[N:44])=[CH:39][C:29]=3[N:30]=2)[C:12]2[C:13]3[C:5](=[CH:6][N:7]([S:16]([C:19]4[CH:20]=[CH:21][C:22]([CH3:23])=[CH:24][CH:25]=4)(=[O:18])=[O:17])[C:8]=3[C:9]([CH3:15])=[CH:10][C:11]=2[CH3:14])[CH2:4][CH2:3]1 |f:2.3|. Procedure details: To a mixture of (±)-2-(5-hydroxy-6,8-dimethyl-1-tosyl-1,3,4,5-tetrahydrobenzo[cd]indol-5-yl)-1-((2-(trimethylsilyl)ethoxy)methyl)-1H-benzo[d]imidazole-6-carbonitrile and (±)-2-(5-hydroxy-6,8-dimethyl-1-tosyl-1,3,4,5-tetrahydrobenzo[cd]indol-5-yl)-1-((2-(trimethylsilyl)ethoxy)methyl)-1H-benzo[d]imidazole-5-carbonitrile (50 mg, 0.08 mmol), lithium tetrafluoroborate (1.5 mL, 1.5 mmol) and H2O (0.15 mL) were added. The reaction was heated to 70° C. overnight. It was quenched with a sat. NaHCO3 solut... Run at time 3 hour. Reactants: BrC1=CC(=C(OCC(=O)OCC)C=C1)CC1=C(N=C2N1C=CC=C2)CN(C(=O)CCC(C)C)C2=C(C(=C(C=C2)OC)OC)Cl (ethyl 2-{4-bromo-2-[(2-{[(2-chloro-3,4-dimethoxyphenyl)-N-(3-methylbutyl)carbonylamino]methyl}(imidazolo[1,2-a]pyridin-3-yl))methyl]phenoxy}acetate), [OH-].[Na+] (sodium hydroxide). Isolated yield 109.3%. As a reaction SMILES: [Br:1][C:2]1[CH:14]=[CH:13][C:5]([O:6][CH2:7][C:8]([O:10]CC)=[O:9])=[C:4]([CH2:15][C:16]2[N:20]3[CH:21]=[CH:22][CH:23]=[CH:24][C:19]3=[N:18][C:17]=2[CH2:25][N:26]([C:34]2[CH:39]=[CH:38][C:37]([O:40][CH3:41])=[C:36]([O:42][CH3:43])[C:35]=2[Cl:44])[C:27]([CH2:29][CH2:30][CH:31]([CH3:33])[CH3:32])=[O:28])[CH:3]=1.[OH-].[Na+]>CO>[ClH:44].[Br:1][C:2]1[CH:14]=[CH:13][C:5]([O:6][CH2:7][C:8]([OH:10])=[O:9])=[C:4]([CH2:15][C:16]2[N:20]3[CH:21]=[CH:22][CH:23]=[CH:24][C:19]3=[N:18][C:17]=2[CH2:25][N:26]([C:34]2[CH:39]=[CH:38][C:37]([O:40][CH3:41])=[C:36]([O:42][CH3:43])[C:35]=2[Cl:44])[C:27]([CH2:29][CH2:30][CH:31]([CH3:32])[CH3:33])=[O:28])[CH:3]=1 |f:1.2,4.5|. Product: Cl.BrC1=CC(=C(OCC(=O)O)C=C1)CC1=C(N=C2N1C=CC=C2)CN(C(=O)CCC(C)C)C2=C(C(=C(C=C2)OC)OC)Cl (2-{4-bromo-2-[(2-{[(2-chloro-3,4-dimethoxyphenyl)-N-(3-methylbutyl)carbonylamino]methyl}(imidazolo[1,2-a]pyridin-3-yl))methyl]phenoxy}acetic acid mono hydrochloride). Procedure: A solution of 240 mg (0.35 mmol) ethyl 2-{4-bromo-2-[(2-{[(2-chloro-3,4-dimethoxyphenyl)-N-(3-methylbutyl)carbonylamino]methyl}(imidazolo[1,2-a]pyridin-3-yl))methyl]phenoxy}acetate in 4 mL methanol is treated with 55 mg (1.3 mmol) sodium hydroxide. The solution is stirred at room temperature for 3 hr and the solvent removed in vacuo. The residue is redissolved in 5 mL dichloromethane and acidified with 1M hydrochloric acid in ether. The solvent is removed in vacuo and 5 mL dichloromethane is add... Solvent: CO (methanol). Reactants: ClC=1C2=C(N=CN1)SC(=C2)CC(F)(F)F (4-chloro-6-(2,2,2-trifluoroethyl)thieno[2,3-d]pyrimidine), C(C)(C)N(C(C)C)CC (N,N-diisopropylethylamine), C(=O)(OC(C)(C)C)N1CCNCC1 (1-Boc-piperazine). Run in Cl (HCl), O1CCOCC1 (dioxane). Product: N1(CCNCC1)C=1C2=C(N=CN1)SC(=C2)CC(F)(F)F (4-(piperazin-1-yl)-6-(2,2,2-trifluoroethyl)thieno[2,3-d]pyrimidine). The yield is 66.2%. RXN SMILES: Cl[C:2]1[C:3]2[CH:10]=[C:9]([CH2:11][C:12]([F:15])([F:14])[F:13])[S:8][C:4]=2[N:5]=[CH:6][N:7]=1.C(N(CC)C(C)C)(C)C.C([N:32]1[CH2:37][CH2:36][NH:35][CH2:34][CH2:33]1)(OC(C)(C)C)=O>Cl.O1CCOCC1>[N:32]1([C:2]2[C:3]3[CH:10]=[C:9]([CH2:11][C:12]([F:15])([F:14])[F:13])[S:8][C:4]=3[N:5]=[CH:6][N:7]=2)[CH2:37][CH2:36][NH:35][CH2:34][CH2:33]1. Reported procedure: 190 mg of 4-chloro-6-(2,2,2-trifluoroethyl)thieno[2,3-d]pyrimidine (0.75 mmol) was added to a stirred solution of 290 mg of N,N-diisopropylethylamine (2.25 mmol) and 168 mg of 1-Boc-piperazine (0.9 mmol) in 20 mL and was heated at reflux overnight. Solvent was removed under reduced pressure and the residue was loaded on silica gel column. Elution with DCM:MeOH produced 215 mg of Boc-intermediate as a pale yellow solid. Later it was dissolved in 20 mL of 4M HCl in dioxane and stirred for 2 hs. So... The reactants are C(N)(=O)CSC[C@H]1N(C[C@@H](C1)O)C(=O)OCC1=CC=C(C=C1)[N+](=O)[O-] ((2S,4R)-2-(carbamoylmethyl)thiomethyl-4-hydroxy-1-(4-nitrobenzyloxycarbonyl)pyrrolidine), Cl.CO (hydrogen chloride methanol), [BH4-].[Na+] (sodium borohydride), [B-]([O+](C)C)(F)(F)F (boron trifluoride dimethyl etherate), [O-]C#N.[K+] (potassium cyanate). Run in CO (methanol), CO (methanol), O1CCCC1 (tetrahydrofuran), O (water), O1CCCC1 (tetrahydrofuran), O (water). Reaction conditions: time 8 hour. Product: N(C(=O)N)CCSC[C@H]1N(C[C@@H](C1)O)C(=O)OCC1=CC=C(C=C1)[N+](=O)[O-] ((2S,4R)-2-(2-ureidoethyl)thiomethyl-4-hydroxy-1-(4-nitrobenzyloxycarbonyl)pyrrolidine). The yield is 63.4%. Reaction SMILES: [BH4-].[Na+].[B-](F)(F)(F)[O+](C)C.[C:10]([CH2:13][S:14][CH2:15][C@@H:16]1[CH2:20][C@@H:19]([OH:21])[CH2:18][N:17]1[C:22]([O:24][CH2:25][C:26]1[CH:31]=[CH:30][C:29]([N+:32]([O-:34])=[O:33])=[CH:28][CH:27]=1)=[O:23])(=O)[NH2:11].Cl.CO.[O-:38][C:39]#[N:40].[K+]>O1CCCC1.CO.O>[NH:11]([CH2:10][CH2:13][S:14][CH2:15][C@@H:16]1[CH2:20][C@@H:19]([OH:21])[CH2:18][N:17]1[C:22]([O:24][CH2:25][C:26]1[CH:31]=[CH:30][C:29]([N+:32]([O-:34])=[O:33])=[CH:28][CH:27]=1)=[O:23])[C:39]([NH2:40])=[O:38] |f:0.1,4.5,6.7|. Procedure: To a solution of sodium borohydride (0.78 g) in tetrahydrofuran (25 ml) was added dropwise boron trifluoride dimethyl etherate (8.78 ml) with stirring under ice-cooling and the solution was stirred at the same temperature for 10 minutes. To this solution was added (2S,4R)-2-(carbamoylmethyl)thiomethyl-4-hydroxy-1-(4-nitrobenzyloxycarbonyl)pyrrolidine (2.53 g) and the mixture was stirred at ambient temperature for 4 hours. To the reaction mixture was added methanol (5 ml) and the mixture was filt... Reactants: CCn1c2ccccc2c2cc(C=O)ccc21, CC(C)=O, [K+], O=[Mn](=O)(=O)[O-], O. Yields the product CCn1c2ccccc2c2cc(C(=O)O)ccc21. As a reaction SMILES: [CH2:1]([CH3:2])[n:3]1[c:4]2[cH:5][cH:6][cH:7][cH:8][c:9]2[c:10]2[cH:11][c:12]([CH:16]=[O:17])[cH:13][cH:14][c:15]12.[CH3:24][C:25](=[O:26])[CH3:27].[K+:23].[Mn:18](=[O:19])([O-:20])(=[O:21])=[O:22].[OH2:28]>>[CH2:1]([CH3:2])[n:3]1[c:4]2[cH:5][cH:6][cH:7][cH:8][c:9]2[c:10]2[cH:11][c:12]([C:16](=[O:17])[OH:19])[cH:13][cH:14][c:15]12. The reactants are O1COC2=C1C=CC(=C2)C=2C(=NN(C2N(S(=O)(=O)C=2N=CN(C2)C)S(=O)(=O)C=2N=CN(C2)C)C)OCCOC2=NC=C(C=N2)Cl (N-(4-(1,3-benzodioxol-5-yl)-3-{2-[(5-chloro-2-pyrimidinyl)oxy]ethoxy}-1-methyl-1H-pyrazol-5-yl)-1-methyl-N-[(1-methyl-1H-imidazol-4-yl)sulfonyl]-1H-imidazole-4-sulfonamide), CN1C=NC(=C1)S(=O)(=O)Cl (1-Methyl-1H-imidazole-4-sulfonyl chloride), O1COC2=C1C=CC(=C2)C=2C(=NN(C2N)C)OCCOC2=NC=C(C=N2)Cl (4-(1,3-benzodioxol-5-yl)-3-{2-[(5-chloro-2-pyrimidinyl)oxy]ethoxy}-1-methyl-1H-pyrazol-5-ylamine), CN(C)C1=NC=CC=C1 (dimethylaminopyridine). Procedure details: 1-Methyl-1H-imidazole-4-sulfonyl chloride (45 mg) was carefully added at room temperature under an atmosphere of nitrogen to a solution of 4-(1,3-benzodioxol-5-yl)-3-{2-[(5-chloro-2-pyrimidinyl)oxy]ethoxy}-1-methyl-1H-pyrazol-5-ylamine (Preparation 48) (50 mg) and dimethylaminopyridine (16 mg) in anhydrous pyridine (2.4 ml). The reaction was stirred for two days, then the mixture was concentrated under reduced pressure and a saturated solution of ammonium chloride (6 ml), ethyl acetate (6 ml) an... Run at time 2 day. Reaction SMILES: CN1C=C(S(Cl)(=O)=O)N=C1.O1C2C=CC(C3C(OCCOC4N=CC(Cl)=CN=4)=NN(C)C=3N)=CC=2OC1.CN(C1C=CC=CN=1)C.[O:47]1[C:51]2[CH:52]=[CH:53][C:54]([C:56]3[C:57]([O:81][CH2:82][CH2:83][O:84][C:85]4[N:90]=[CH:89][C:88]([Cl:91])=[CH:87][N:86]=4)=[N:58][N:59]([CH3:80])[C:60]=3[N:61](S(C3N=CN(C)C=3)(=O)=O)[S:62]([C:65]3[N:66]=[CH:67][N:68]([CH3:70])[CH:69]=3)(=[O:64])=[O:63])=[CH:55][C:50]=2[O:49][CH2:48]1>N1C=CC=CC=1>[O:47]1[C:51]2[CH:52]=[CH:53][C:54]([C:56]3[C:57]([O:81][CH2:82][CH2:83][O:84][C:85]4[N:90]=[CH:89][C:88]([Cl:91])=[CH:87][N:86]=4)=[N:58][N:59]([CH3:80])[C:60]=3[NH:61][S:62]([C:65]3[N:66]=[CH:67][N:68]([CH3:70])[CH:69]=3)(=[O:63])=[O:64])=[CH:55][C:50]=2[O:49][CH2:48]1. Product: O1COC2=C1C=CC(=C2)C=2C(=NN(C2NS(=O)(=O)C=2N=CN(C2)C)C)OCCOC2=NC=C(C=N2)Cl (N-(4-(1,3-benzodioxol-5-yl)-3-{2-[(5-chloro-2-pyrimidinyl)oxy]ethoxy}-1-methyl-1H-pyrazol-5-yl)-1-methyl-1H-imidazole-4-sulfonamide). Run in N1=CC=CC=C1 (pyridine). The reactants are C1(=CC=CC=C1)C(C1=CC=CC=C1)OC(=O)C1=C(CS[C@H]2N1C([C@H]2N)=O)OC (7β-amino-3-methoxy-3-cephem-4-carboxylic acid diphenylmethyl ester), CN1CCOCC1 (N-methyl-morpholine), D-α-tert.-butoxycarbonylamino-α-(1,4-cyclohexadienyl)-acetic acid, CN1CCOCC1 (N-methyl-morpholine), C(C(C)C)OC(=O)Cl (chloroformic acid isobutyl ester), crude product. Run at temperature -15 celsius, time 30 minute. The product is C1(=CC=CC=C1)C(C1=CC=CC=C1)OC(=O)[C@H]1C(=CS[C@H]2N1C(C2)=O)OC (3-methoxy-2-cephem-4α-carboxylic acid diphenylmethyl ester). Reaction SMILES: CN1CCOCC1.C(OC(Cl)=O)C(C)C.[C:16]1([CH:22]([O:29][C:30]([C:32]2[N:37]3[C:38](=[O:41])[C@@H:39](N)[C@H:36]3[S:35][CH2:34][C:33]=2[O:42][CH3:43])=[O:31])[C:23]2[CH:28]=[CH:27][CH:26]=[CH:25][CH:24]=2)[CH:21]=[CH:20][CH:19]=[CH:18][CH:17]=1>>[C:16]1([CH:22]([O:29][C:30]([C@@H:32]2[N:37]3[C:38](=[O:41])[CH2:39][C@H:36]3[S:35][CH:34]=[C:33]2[O:42][CH3:43])=[O:31])[C:23]2[CH:24]=[CH:25][CH:26]=[CH:27][CH:28]=2)[CH:21]=[CH:20][CH:19]=[CH:18][CH:17]=1. Reported procedure: If, in the above process, 0.09 g of D-α-tert.-butoxycarbonylamino-α-(1,4-cyclohexadienyl)-acetic acid, 0.038 ml of N-methyl-morpholine and 0.052 ml of chloroformic acid isobutyl ester are used and the mixture is stirred for 30 minutes at -15° C under a nitrogen atmosphere, then treated with 0.125 g of 7β-amino-3-methoxy-3-cephem-4-carboxylic acid diphenylmethyl ester and 0.035 ml of N-methyl-morpholine, stirred for 30 minutes at -10° C and for 30 minutes at 0° C and worked up as described above,... The reactants are ClC=1C=CC(=C(C1)C=1C=CC2=C(C(=NO2)N(C(=O)OC(C)(C)C)C(=O)OC(C)(C)C)C1)OC1=C(C=C(C(=C1)F)S(N(C1=NC=NS1)CC1=C(C=C(C=C1)OC)OC)(=O)=O)F (di-tert-butyl [5-(5-chloro-2-{4-[(2,4-dimethoxybenzyl)(1,2,4-thiadiazol-5-yl)sulfamoyl]-2,5-difluorophenoxy}phenyl)-1,2-benzoxazol-3-yl]imidodicarbonate), ClC1=CC(=C(OC2=CC(=C(C=C2F)S(=O)(=O)N(C2=NC=NS2)CC2=C(C=C(C=C2)OC)OC)F)C=C1)C=1C=CC2=C(C(=NO2)N(C)C)C1 (4-(4-chloro-2-(3-(dimethylamino)benzo[d]isoxazol-5-yl)phenoxy)-N-(2,4-dimethoxybenzyl)-2,5-difluoro-N-(1,2,4-thiadiazol-5-yl)benzenesulfonamide). Product: ClC1=CC(=C(OC2=CC(=C(C=C2F)S(=O)(=O)NC2=NC=NS2)F)C=C1)C=1C=CC2=C(C(=NO2)N(C)C)C1 (4-(4-chloro-2-(3-(dimethylamino)benzo[d]isoxazol-5-yl)phenoxy)-2,5-difluoro-N-(1,2,4-thiadiazol-5-yl)benzenesulfonamide). The yield is 31.0%. As a reaction SMILES: [Cl:1][C:2]1[CH:3]=[CH:4][C:5]([O:32][C:33]2[CH:38]=[C:37]([F:39])[C:36]([S:40](=[O:59])(=[O:58])[N:41](CC3C=CC(OC)=CC=3OC)[C:42]3[S:46][N:45]=[CH:44][N:43]=3)=[CH:35][C:34]=2[F:60])=[C:6]([C:8]2[CH:9]=[CH:10][C:11]3[O:15][N:14]=[C:13]([N:16]([C:24](OC(C)(C)C)=O)[C:17](OC(C)(C)C)=O)[C:12]=3[CH:31]=2)[CH:7]=1.ClC1C=CC(OC2C(F)=CC(S(N(CC3C=CC(OC)=CC=3OC)C3SN=CN=3)(=O)=O)=C(F)C=2)=C(C2C=CC3ON=C(N(C)C)C=3C=2)C=1>>[Cl:1][C:2]1[CH:3]=[CH:4][C:5]([O:32][C:33]2[C:34]([F:60])=[CH:35][C:36]([S:40]([NH:41][C:42]3[S:46][N:45]=[CH:44][N:43]=3)(=[O:59])=[O:58])=[C:37]([F:39])[CH:38]=2)=[C:6]([C:8]2[CH:9]=[CH:10][C:11]3[O:15][N:14]=[C:13]([N:16]([CH3:17])[CH3:24])[C:12]=3[CH:31]=2)[CH:7]=1. Procedure details: Following the procedure as described in EXAMPLE 44, making non-critical variations to replace di-tert-butyl [5-(5-chloro-2-{4-[(2,4-dimethoxybenzyl)(1,2,4-thiadiazol-5-yl)sulfamoyl]-2,5-difluorophenoxy}phenyl)-1,2-benzoxazol-3-yl]imidodicarbonate with 4-(4-chloro-2-(3-(dimethylamino)benzo[d]isoxazol-5-yl)phenoxy)-N-(2,4-dimethoxybenzyl)-2,5-difluoro-N-(1,2,4-thiadiazol-5-yl)benzenesulfonamide, 4-(4-chloro-2-(3-(dimethylamino)benzo[d]isoxazol-5-yl)phenoxy)-2,5-difluoro-N-(1,2,4-thiadiazol-5-yl)be...